From a dataset of the Open Reaction Database (ORD), a public repository of structured organic reaction records. describe an organic reaction: reactants, conditions, products, and yield Starting materials: N1=C2C(=CC=C1)CNC2 (6,7-dihydro-5H-pyrrolo[3,4-b]pyridine), [H-].[Na+] (NaH), ICC (iodoethane). Solvent: C1CCOC1 (THF). Conditions: time 30 minute. The product is C(C)N1CC2=NC=CC=C2C1 (6-ethyl-6,7-dihydro-5H-pyrrolo[3,4-b]pyridine). Yield: 45.0%. As a reaction SMILES: [N:1]1[CH:6]=[CH:5][CH:4]=[C:3]2[CH2:7][NH:8][CH2:9][C:2]=12.[H-].[Na+].I[CH2:13][CH3:14]>C1COCC1>[CH2:13]([N:8]1[CH2:7][C:3]2[C:2](=[N:1][CH:6]=[CH:5][CH:4]=2)[CH2:9]1)[CH3:14] |f:1.2|. Procedure details: To a solution of 6,7-dihydro-5H-pyrrolo[3,4-b]pyridine (5.00 g) in THF was added 80% NaH (3.00 g) at rt. The reaction mixture was stirred for 30 min at room temperature, and 5.3 mL of iodoethane was added dropwise. The reaction mixture was stirred for another 5 h, then quenched with ice water, and extracted with CH2Cl2 (70 mL×5). The combined organic phases were dried over anhydrous Na2SO4 and filtered. The filtrate was concentrated in vacuo and the residue was chromatographed with a silica gel ... Reactants: C(C)OC(=O)CC1=CC=2N(C3=CC=CC=C3S(C2C=C1)(=O)=O)C(=O)OC(C)(C)C (tert-butyl 2-ethoxycarbonylmethyl-5,5-dioxo-5H-phenothiazine-10-carboxylate), FC1(CCC(CC1)CI)F (1,1-difluoro-4-iodomethylcyclohexane), FC1(CCC(CC1)C(=O)OCC)F (ethyl 4,4-difluoro-cyclohexanecarboxylate), [I-] (iodide), C(C1=CC=CC=C1)N1N=C(C=C1)N (1-benzyl-1H-pyrazole-3-ylamine). Product: C(C1=CC=CC=C1)N1N=C(C=C1)NC(C(CC1CCC(CC1)(F)F)C1=CC=2NC3=CC=CC=C3S(C2C=C1)(=O)=O)=O (N-(1-benzyl-1H-pyrazol-3-yl)-3-(4,4-difluorocyclohexyl)-2-(5,5-dioxo-5,10-dihydrophenothiazin-2-yl)propionamide). As a reaction SMILES: C([O:3][C:4]([CH2:6][C:7]1[CH:20]=[CH:19][C:18]2[S:17](=[O:22])(=[O:21])[C:16]3[C:11](=[CH:12][CH:13]=[CH:14][CH:15]=3)[N:10](C(OC(C)(C)C)=O)[C:9]=2[CH:8]=1)=O)C.[F:30][C:31]1([F:39])[CH2:36][CH2:35][CH:34]([CH2:37]I)[CH2:33][CH2:32]1.FC1(F)CCC(C(OCC)=O)CC1.[I-].[CH2:54]([N:61]1[CH:65]=[CH:64][C:63]([NH2:66])=[N:62]1)[C:55]1[CH:60]=[CH:59][CH:58]=[CH:57][CH:56]=1>>[CH2:54]([N:61]1[CH:65]=[CH:64][C:63]([NH:66][C:4](=[O:3])[CH:6]([C:7]2[CH:20]=[CH:19][C:18]3[S:17](=[O:22])(=[O:21])[C:16]4[C:11](=[CH:12][CH:13]=[CH:14][CH:15]=4)[NH:10][C:9]=3[CH:8]=2)[CH2:37][CH:34]2[CH2:35][CH2:36][C:31]([F:39])([F:30])[CH2:32][CH2:33]2)=[N:62]1)[C:55]1[CH:56]=[CH:57][CH:58]=[CH:59][CH:60]=1. Procedure details: Analogously to Example 36 and Example 44, tert-butyl 2-ethoxycarbonylmethyl-5,5-dioxo-5H-phenothiazine-10-carboxylate, 1,1-difluoro-4-iodomethylcyclohexane (prepared from commercially available ethyl 4,4-difluoro-cyclohexanecarboxylate analogously to the synthesis of the iodide described in Example 40) and 1-benzyl-1H-pyrazole-3-ylamine give N-(1-benzyl-1H-pyrazol-3-yl)-3-(4,4-difluorocyclohexyl)-2-(5,5-dioxo-5,10-dihydrophenothiazin-2-yl)propionamide. As a reaction SMILES: [C:1](#[N:2])[CH:3]1[CH2:4][N:5]([C:7]([CH:8]([CH3:9])[NH:10][C:11](=[O:12])[c:13]2[cH:14][n:15]([CH2:34][O:35][CH2:36][CH2:37][Si:38]([CH3:39])([CH3:40])[CH3:41])[c:16]3[n:17][cH:18][c:19](-[c:22]4[cH:23][c:24]([C:28]([NH:29][CH:30]([CH3:31])[CH3:32])=[O:33])[cH:25][cH:26][cH:27]4)[n:20][c:21]23)=[O:42])[CH2:6]1.[Cl:50][CH2:51][Cl:52].[F:43][C:44]([F:45])([F:46])[C:47]([OH:48])=[O:49]>>[C:1](#[N:2])[CH:3]1[CH2:4][N:5]([C:7]([CH:8]([CH3:9])[NH:10][C:11](=[O:12])[c:13]2[cH:14][nH:15][c:16]3[n:17][cH:18][c:19](-[c:22]4[cH:23][c:24]([C:28]([NH:29][CH:30]([CH3:31])[CH3:32])=[O:33])[cH:25][cH:26][cH:27]4)[n:20][c:21]23)=[O:42])[CH2:6]1. The product is CC(C)NC(=O)c1cccc(-c2cnc3[nH]cc(C(=O)NC(C)C(=O)N4CC(C#N)C4)c3n2)c1. The reactants are CC(C)NC(=O)c1cccc(-c2cnc3c(n2)c(C(=O)NC(C)C(=O)N2CC(C#N)C2)cn3COCC[Si](C)(C)C)c1, ClCCl, O=C(O)C(F)(F)F. Starting materials: CC(C)(C)OC(=O)CSc1nc2cc(C#Cc3ccc(Oc4ccccc4)cc3)c(Cl)cc2[nH]1, CO, [Li+], [OH-], O. The product is O=C(O)CSc1nc2cc(C#Cc3ccc(Oc4ccccc4)cc3)c(Cl)cc2[nH]1. Reaction SMILES: [C:1]([CH3:2])([CH3:3])([CH3:4])[O:5][C:6]([CH2:7][S:8][c:9]1[n:10][c:11]2[c:12]([nH:13]1)[cH:14][c:15]([Cl:33])[c:16]([C:18]#[C:19][c:20]1[cH:21][cH:22][c:23]([O:26][c:27]3[cH:28][cH:29][cH:30][cH:31][cH:32]3)[cH:24][cH:25]1)[cH:17]2)=[O:34].[CH3:37][OH:38].[Li+:36].[OH-:35].[OH2:39]>>[O:5]=[C:6]([CH2:7][S:8][c:9]1[n:10][c:11]2[c:12]([nH:13]1)[cH:14][c:15]([Cl:33])[c:16]([C:18]#[C:19][c:20]1[cH:21][cH:22][c:23]([O:26][c:27]3[cH:28][cH:29][cH:30][cH:31][cH:32]3)[cH:24][cH:25]1)[cH:17]2)[OH:34]. Reactants: C([O-])([O-])=O.[Cs+].[Cs+] (cesium carbonate), C(C)(C)(C)OC(=O)NCCCCBr (4-(t-butyloxycarbonylamino)butyl bromide), C1(=CC=C(C=C1)S(=O)(=O)N1C=NC(=C1)C(C(=O)OCC)C(=O)OCC)C (diethyl 2-[1-(toluene-4-sulfonyl)-1H-imidazol-4-yl]malonate). Run in CN(C)C=O (DMF). Reaction conditions: temperature 60 celsius, time 2 hour. Yields the product C(C)(C)(C)OC(=O)NCCCCC(C(=O)OCC)(C(=O)OCC)C=1N=CN(C1)S(=O)(=O)C1=CC=C(C=C1)C (Diethyl 2-(4-tert-butoxycarbonylaminobutyl)-2-[1-(toluene-4-sulfonyl)-1H-imidazol-4-yl]malonate). Yield: 72.6%. RXN SMILES: C(=O)([O-])[O-].[Cs+].[Cs+].[C:7]([O:11][C:12]([NH:14][CH2:15][CH2:16][CH2:17][CH2:18]Br)=[O:13])([CH3:10])([CH3:9])[CH3:8].[C:20]1([CH3:45])[CH:25]=[CH:24][C:23]([S:26]([N:29]2[CH:33]=[C:32]([CH:34]([C:40]([O:42][CH2:43][CH3:44])=[O:41])[C:35]([O:37][CH2:38][CH3:39])=[O:36])[N:31]=[CH:30]2)(=[O:28])=[O:27])=[CH:22][CH:21]=1>CN(C=O)C>[C:7]([O:11][C:12]([NH:14][CH2:15][CH2:16][CH2:17][CH2:18][C:34]([C:32]1[N:31]=[CH:30][N:29]([S:26]([C:23]2[CH:22]=[CH:21][C:20]([CH3:45])=[CH:25][CH:24]=2)(=[O:27])=[O:28])[CH:33]=1)([C:40]([O:42][CH2:43][CH3:44])=[O:41])[C:35]([O:37][CH2:38][CH3:39])=[O:36])=[O:13])([CH3:10])([CH3:9])[CH3:8] |f:0.1.2|. Procedure: 13.7 g (42.0 mmol) of cesium carbonate and 3.24 g (11.56 mmol) of 4-(t-butyloxycarbonylamino)butyl bromide were added to a solution of 4.0 g (10.51 mmol) of diethyl 2-[1-(toluene-4-sulfonyl)-1H-imidazol-4-yl]malonate in 67 ml of DMF, and the mixture was stirred at 60° C. for 2 h. The reaction mixture was concentrated under reduced pressure, and the residue was taken up in ethyl acetate and washed with water. The organic phase was dried over Na2SO4, filtered and concentrated. Chromatography on si... Reactants: NC1=CC=CC=C1 (Aniline), BrC1=NC2=C(N1[C@@H]1[C@@H](OC(C)=O)[C@@H](OC(C)=O)[C@@H](O1)COC(C)=O)C=C(C(=C2)Cl)Cl (2-bromo-5,6-dichloro-1-(2,3,5-tri-O-acetyl-beta-L-ribofuranosyl)-1H-benzimidazole), C(C)O (ethanol). Solvent: ClCCl (dichloromethane). Reaction conditions: temperature 80 celsius, time 14 day. Yields the product N(C1=CC=CC=C1)C1=NC2=C(N1[C@@H]1[C@@H](O)[C@@H](O)[C@@H](O1)CO)C=C(C(=C2)Cl)Cl (2-Anilino-5,6-dichloro-1-(beta-L-ribofuranosyl)-1H-benzimidazole). Yield: 5.0%. Reaction SMILES: [NH2:1][C:2]1[CH:7]=[CH:6][CH:5]=[CH:4][CH:3]=1.Br[C:9]1[N:13]([C@H:14]2[O:26][C@@H:25]([CH2:27][O:28]C(=O)C)[C@H:20]([O:21]C(=O)C)[C@@H:15]2[O:16]C(=O)C)[C:12]2[CH:32]=[C:33]([Cl:37])[C:34]([Cl:36])=[CH:35][C:11]=2[N:10]=1.C(O)C>ClCCl>[NH:1]([C:9]1[N:13]([C@H:14]2[O:26][C@@H:25]([CH2:27][OH:28])[C@H:20]([OH:21])[C@@H:15]2[OH:16])[C:12]2[CH:32]=[C:33]([Cl:37])[C:34]([Cl:36])=[CH:35][C:11]=2[N:10]=1)[C:2]1[CH:7]=[CH:6][CH:5]=[CH:4][CH:3]=1. Procedure details: Aniline (5 ml ) and 2-bromo-5,6-dichloro-1-(2,3,5-tri-O-acetyl-beta-L-ribofuranosyl)-1H-benzimidazole (0.6 g, 1.1 mmol) were combined with absolute ethanol (35 mL) and stirred at 80° C. for 14 days. The reaction mixture was concentrated and the aniline was distilled off under high vacuum at 80° C. The brown residue was dissolved in methanol (50 mL) and K2CO3 was added. This solution was stirred for 18 h. The solution was filtered, concentrated and purified on a silica gel column (2.5 cm×16 cm, 2... Reactants: OC(CCCCCCCN1C(=O)N(C=2N=CN(C2C1=O)C)C)CO (1-(8,9-dihydroxynonyl)-3,7-dimethylxanthine), Br (hydrogen bromide), C(C)(=O)O (acetic acid), C([O-])(O)=O.[Na+] (sodium bicarbonate). Run in ClCCl (dichloromethane), O (water). Conditions: time 90 minute. The product is C(C)(=O)OC(CCCCCCCN1C(=O)N(C=2N=CN(C2C1=O)C)C)CBr (1-(8-acetoxy-9-bromononyl)-3,7-dimethylxanthine). The yield is 96.0%. Reaction SMILES: [OH:1][CH:2]([CH2:23]O)[CH2:3][CH2:4][CH2:5][CH2:6][CH2:7][CH2:8][CH2:9][N:10]1[C:19](=[O:20])[C:18]2[N:17]([CH3:21])[CH:16]=[N:15][C:14]=2[N:13]([CH3:22])[C:11]1=[O:12].[BrH:25].[C:26]([OH:29])(=O)[CH3:27].C(=O)(O)[O-].[Na+]>ClCCl.O>[C:26]([O:1][CH:2]([CH2:23][Br:25])[CH2:3][CH2:4][CH2:5][CH2:6][CH2:7][CH2:8][CH2:9][N:10]1[C:19](=[O:20])[C:18]2[N:17]([CH3:21])[CH:16]=[N:15][C:14]=2[N:13]([CH3:22])[C:11]1=[O:12])(=[O:29])[CH3:27] |f:3.4|. Procedure: A mixture of 1-(8,9-dihydroxynonyl)-3,7-dimethylxanthine (428 mg, 1.3 mmol) and 30% hydrogen bromide in acetic acid (0.8 ml, 3.9 mmol) was stirred for 90 minutes. The solution was poured into a mixture of water (10 ml), sodium bicarbonate (1.35 g), and dichloromethane (10 ml). After 10 minutes of vigorous stirring the layers were separated and the aqueous portion was extracted with dichloromethane (3×15 ml). The combined organic phases were dried over sodium sulfate and the solvent was evaporate... Reactants: CCO, CCOCC, [Cl-], N#Cc1ccc(COc2cccc(Oc3ccnc(Cl)n3)c2)cc1, ClC(Cl)Cl, N, [NH4+]. Product: N=C(N)c1ccc(COc2cccc(Oc3ccnc(Cl)n3)c2)cc1. As a reaction SMILES: [CH3:25][CH2:26][OH:27].[CH3:35][CH2:36][O:37][CH2:38][CH3:39].[Cl-:29].[Cl:1][c:2]1[n:3][cH:4][cH:5][c:6]([O:8][c:9]2[cH:10][c:11]([O:12][CH2:13][c:14]3[cH:15][cH:16][c:17]([C:18]#[N:19])[cH:20][cH:21]3)[cH:22][cH:23][cH:24]2)[n:7]1.[Cl:31][CH:32]([Cl:33])[Cl:34].[NH3:28].[NH4+:30]>>[Cl:1][c:2]1[n:3][cH:4][cH:5][c:6]([O:8][c:9]2[cH:10][c:11]([O:12][CH2:13][c:14]3[cH:15][cH:16][c:17]([C:18](=[NH:19])[NH2:28])[cH:20][cH:21]3)[cH:22][cH:23][cH:24]2)[n:7]1. Procedure details: 3-{[3-(aminomethyl)-6-chloro-2-fluorophenyl]oxy}-5-bromobenzonitrile (0.400 g, 1.125 mmol) and tetrakis(triphenylphosphine)palladium(0) (0.130 g, 0.112 mmol) were combined in THF (7 mL) and treated with an apparent mixture of diisopropylzinc and di-n-propylzinc (1 M in toluene, Aldrich 568112) (2.250 mL, 2.250 mmol) with stirring under an inert atmosphere. The reaction mixture was heated to 70° C. and stirred for 2 h. The reaction mixture was concentrated to dryness and partitioned between EtOAc... Reaction SMILES: [NH2:1][CH2:2][C:3]1[C:4]([F:20])=[C:5]([O:10][C:11]2[CH:12]=[C:13]([CH:16]=[C:17](Br)[CH:18]=2)[C:14]#[N:15])[C:6]([Cl:9])=[CH:7][CH:8]=1.[CH:21]([Zn]C(C)C)([CH3:23])[CH3:22].C([Zn]CCC)CC.NCC1C(F)=C(OC2C=C(C=C(C(C)C)C=2)C#N)C(Cl)=CC=1>C1COCC1.C1C=CC([P]([Pd]([P](C2C=CC=CC=2)(C2C=CC=CC=2)C2C=CC=CC=2)([P](C2C=CC=CC=2)(C2C=CC=CC=2)C2C=CC=CC=2)[P](C2C=CC=CC=2)(C2C=CC=CC=2)C2C=CC=CC=2)(C2C=CC=CC=2)C2C=CC=CC=2)=CC=1>[NH2:1][CH2:2][C:3]1[C:4]([F:20])=[C:5]([O:10][C:11]2[CH:12]=[C:13]([CH:16]=[C:17]([CH2:22][CH2:21][CH3:23])[CH:18]=2)[C:14]#[N:15])[C:6]([Cl:9])=[CH:7][CH:8]=1 |^1:65,67,86,105|. The reagents and catalysts are C=1C=CC(=CC1)[P](C=2C=CC=CC2)(C=3C=CC=CC3)[Pd]([P](C=4C=CC=CC4)(C=5C=CC=CC5)C=6C=CC=CC6)([P](C=7C=CC=CC7)(C=8C=CC=CC8)C=9C=CC=CC9)[P](C=1C=CC=CC1)(C=1C=CC=CC1)C=1C=CC=CC1 (tetrakis(triphenylphosphine)palladium(0)). Run in C1CCOC1 (THF). Yield: 55.2%. Conditions: temperature 70 celsius. Product: NCC=1C(=C(C(=CC1)Cl)OC=1C=C(C#N)C=C(C1)CCC)F (3-{[3-(aminomethyl)-6-chloro-2-fluorophenyl]oxy}-5-propylbenzonitrile). Starting materials: NCC=1C(=C(C(=CC1)Cl)OC=1C=C(C#N)C=C(C1)Br)F (3-{[3-(aminomethyl)-6-chloro-2-fluorophenyl]oxy}-5-bromobenzonitrile), C(C)(C)[Zn]C(C)C (diisopropylzinc), C(CC)[Zn]CCC (di-n-propylzinc), NCC=1C(=C(C(=CC1)Cl)OC=1C=C(C#N)C=C(C1)C(C)C)F (3-{[3-(aminomethyl)-6-chloro-2-fluorophenyl]oxy}-5-(1-methylethyl)benzonitrile).